This data is from the Open Reaction Database (ORD), a public repository of structured organic reaction records. The task is: describe an organic reaction: reactants, conditions, products, and yield Procedure: The pyrazole acid, prepared as described in Procedure 8 using 5-amino-1-(2,6-dimethylpyrimidin-4-yl)-4-methyl-1H-pyrazole-3-carboxylic acid ethyl ester (prepared as described in Procedure 41 using 3-cyano-3-methyl-2-oxopropanoic acid ethyl ester (U.S. Pat. No. 4,652,669) and 4-hydrazino-2,6-dimethylpyrimidine (Ryan Scientific, BTB 10371)) in place of compound 20, was coupled to 2-(3,4,5,6-tetrahydro-2H-[1,4′]bipyridin-4-yl)ethylamine (prepared as described in Procedure 14) using the method of Pr... Reactants: N1N=CC=C1 (pyrazole), N(N)C1=NC(=NC(=C1)C)C (4-hydrazino-2,6-dimethylpyrimidine), NC1=CC(=NN1C(=O)OC(C)(C)C)C(=O)OC (5-Amino-1-tert-butoxycarbonyl-3-methoxycarbonylpyrazole), C(C)OC(=O)C1=NN(C(=C1C)N)C1=NC(=NC(=C1)C)C (5-amino-1-(2,6-dimethylpyrimidin-4-yl)-4-methyl-1H-pyrazole-3-carboxylic acid ethyl ester), C(C)OC(C(C(C)C#N)=O)=O (3-cyano-3-methyl-2-oxopropanoic acid ethyl ester), O=C1C(N=C(C2=C(N1)C=CC=C2)C2=CC=CC=C2)NC(=O)C2=NN(C(=C2C)NC(C2=C(C=CC=C2)Cl)=O)C2=NC=CC=C2 (4-methyl-5-(2-chloro-benzoylamino)-1-(pyridine-2-yl)-pyrazole-3-carboxylic acid (2-oxo-5-phenyl-2,3-dihydro-1H-benzo[e][1,4]diazepin-3-yl)amide). Yields the product N1(CCC(CC1)CCNC(=O)C1=NN(C(=C1C)NC(C1=C(C=CC=C1)Cl)=O)C1=NC(=NC(=C1)C)C)C1=CC=NC=C1 (4-methyl-5-(2-chlorobenzoylamino)-1-(2,6-dimethylpyrimidin-4-yl)-pyrazole-3-carboxylic acid [2-(3,4,5,6-tetrahydro-2H-[1,4′]bipyridin-4-yl)ethyl]amide). As a reaction SMILES: N1C=[CH:4][CH:3]=N1.C(O[C:9]([C:11]1[C:15](C)=[C:14](N)[N:13]([C:18]2[CH:23]=[C:22](C)[N:21]=[C:20]([CH3:25])N=2)N=1)=O)C.C(OC(=O)C(=O)C(C#N)C)C.[NH:37]([C:39]1[CH:44]=[C:43]([CH3:45])[N:42]=[C:41]([CH3:46])[N:40]=1)[NH2:38].NC1N(C(OC(C)(C)C)=O)N=C(C(OC)=O)C=1.O=C1NC2C=CC=CC=2C(C2C=CC=CC=2)=N[CH:66]1[NH:82][C:83]([C:85]1[C:89]([CH3:90])=[C:88]([NH:91][C:92](=[O:100])[C:93]2[CH:98]=[CH:97][CH:96]=[CH:95][C:94]=2[Cl:99])N(C2C=CC=CN=2)N=1)=[O:84]>>[N:13]1([C:18]2[CH:23]=[CH:22][N:21]=[CH:20][CH:25]=2)[CH2:14][CH2:15][CH:11]([CH2:9][CH2:66][NH:82][C:83]([C:85]2[C:89]([CH3:90])=[C:88]([NH:91][C:92](=[O:100])[C:93]3[CH:98]=[CH:97][CH:96]=[CH:95][C:94]=3[Cl:99])[N:37]([C:39]3[CH:44]=[C:43]([CH3:45])[N:42]=[C:41]([CH3:46])[N:40]=3)[N:38]=2)=[O:84])[CH2:4][CH2:3]1.